describe an organic reaction: reactants, conditions, products, and yield From a dataset of the Open Reaction Database (ORD), a public repository of structured organic reaction records. Reactants: solid, BrC1=CC(=CC=2C=C3N(C12)CCCNC3=O)C#N (7-bromo-1-oxo-2,3,4,5-tetrahydro-[1,4]diazepino[1,2-a]indole-9-carbonitrile), BrC1=CC(=CC=2C=C3N(C12)CCCNC3=O)C#N (7-bromo-1-oxo-2,3,4,5-tetrahydro-[1,4]diazepino[1,2-a]indole-9-carbonitrile), FC=1C=C(C=C(C1F)F)B(O)O (3,4,5-trifluoro-phenylboronic acid). The product is O=C1NCCCN2C1=CC=1C=C(C=C(C21)C2=CC(=C(C(=C2)F)F)F)C#N (1-Oxo-7-(3,4,5-trifluorophenyl)-2,3,4,5-tetrahydro-[1,4]diazepino[1,2-a]indole-9-carbonitrile). RXN SMILES: Br[C:2]1[C:10]2[N:9]3[CH2:11][CH2:12][CH2:13][NH:14][C:15](=[O:16])[C:8]3=[CH:7][C:6]=2[CH:5]=[C:4]([C:17]#[N:18])[CH:3]=1.[F:19][C:20]1[CH:21]=[C:22](B(O)O)[CH:23]=[C:24]([F:27])[C:25]=1[F:26]>>[O:16]=[C:15]1[C:8]2=[CH:7][C:6]3[CH:5]=[C:4]([C:17]#[N:18])[CH:3]=[C:2]([C:22]4[CH:21]=[C:20]([F:19])[C:25]([F:26])=[C:24]([F:27])[CH:23]=4)[C:10]=3[N:9]2[CH2:11][CH2:12][CH2:13][NH:14]1. Procedure: The title compound, light grey solid (72 mg, 81%), MS (ISP) m/z=356.4 [(M+H)+], mp 248.5° C., was prepared in accordance with the general method of example 1 from 7-bromo-1-oxo-2,3,4,5-tetrahydro-[1,4]diazepino[1,2-a]indole-9-carbonitrile (intermediate 20) (76.0 mg, 0.25 mmol) and commercially available 3,4,5-trifluoro-phenylboronic acid (57.2 mg, 0.325 mmol). Reactants: C([O-])([O-])=O.[K+].[K+] (Potassium carbonate), C(CCC)OC1=CC=C(C=C1)CCNC1=NC=NC(=C1C(=O)[O-])CC (4-(2-(4-butoxyphenyl)ethylamino)-6-ethylpyrimidine-5-carboxylate), CI (methyl iodide). Solvent: CC(=O)CC (ethyl methyl ketone). Reaction conditions: temperature 65 celsius, time 3 hour. Product: C(CCC)OC1=CC=C(C=C1)CCNC1=NC=NC(=C1C(=O)OC)CC (methyl 4-(2-(4-butoxyphenyl)ethylamino)-6-ethylpyrimidine-5-carboxylate). Isolated yield 73.5%. RXN SMILES: [C:1](=O)([O-])[O-].[K+].[K+].[CH2:7]([O:11][C:12]1[CH:17]=[CH:16][C:15]([CH2:18][CH2:19][NH:20][C:21]2[C:26]([C:27]([O-:29])=[O:28])=[C:25]([CH2:30][CH3:31])[N:24]=[CH:23][N:22]=2)=[CH:14][CH:13]=1)[CH2:8][CH2:9][CH3:10].CI>CC(CC)=O>[CH2:7]([O:11][C:12]1[CH:13]=[CH:14][C:15]([CH2:18][CH2:19][NH:20][C:21]2[C:26]([C:27]([O:29][CH3:1])=[O:28])=[C:25]([CH2:30][CH3:31])[N:24]=[CH:23][N:22]=2)=[CH:16][CH:17]=1)[CH2:8][CH2:9][CH3:10] |f:0.1.2|. Procedure: Potassium carbonate (0.27 g, 1.95 mmol) was added to a solution of 4-(2-(4-butoxyphenyl)ethylamino)-6-ethylpyrimidine-5-carboxylate acid (0.34 g, 0.99 mmol) in ethyl methyl ketone (20 ml), and methyl iodide (0.42 g, 2.96 mmol) was added. After stirring at 65° C. for 3 hours, the mixture was cooled to room temperature. The resulting solid was filtered off and the solvent was evaporated. The reside was purified by column chromatography on silica gel eluting with n-hexane/ethyl acetate (=8/2) to gi... RXN SMILES: [CH3:1][O:2][C:3]([CH:4]([CH2:5][CH:6]([CH3:7])[CH3:8])[NH:9][CH:10]([CH2:11][C:12]([NH:13][c:14]1[s:15][c:16]2[cH:17][c:18]([Cl:19])[cH:20][cH:21][c:22]2[n:23]1)=[O:24])[C:25](=[O:26])[O:27][CH3:28])=[O:29].[CH3:32][OH:33].[H:30][H:31]>>[CH3:1][O:2][C:3]([CH:4]([CH2:5][CH:6]([CH3:7])[CH3:8])[NH:9][CH:10]([CH2:11][C:12]([OH:24])=[O:33])[C:25](=[O:26])[O:27][CH3:28])=[O:29]. Yields the product COC(=O)C(CC(=O)O)NC(CC(C)C)C(=O)OC. Starting materials: COC(=O)C(CC(=O)Nc1nc2ccc(Cl)cc2s1)NC(CC(C)C)C(=O)OC, CO, [H][H]. Reactants: C(C)(=O)C=1C(=NC(=NC1CCN(C)C)C1=CC=CC=C1)C1=CC(=CC=C1)[N+](=O)[O-] (5-acetyl-6-(2-dimethylaminoethyl)-4-(3-nitrophenyl)-2-phenylpyrimidine), [BH4-].[Na+] (sodium borohydride), O (water), C(Cl)(Cl)Cl (chloroform). Solvent: CO (methanol). Conditions: time 1 hour. Product: CN(CCC1=C(C(=NC(=N1)C1=CC=CC=C1)C1=CC(=CC=C1)[N+](=O)[O-])C(C)O)C (6-(2-dimethylaminoethyl)-5-(1-hydroxyethyl)-4-(3-nitrophenyl)-2-phenylpyrimidine). The yield is 19.9%. RXN SMILES: [C:1]([C:4]1[C:5]([C:21]2[CH:26]=[CH:25][CH:24]=[C:23]([N+:27]([O-:29])=[O:28])[CH:22]=2)=[N:6][C:7]([C:15]2[CH:20]=[CH:19][CH:18]=[CH:17][CH:16]=2)=[N:8][C:9]=1[CH2:10][CH2:11][N:12]([CH3:14])[CH3:13])(=[O:3])[CH3:2].[BH4-].[Na+].O.C(Cl)(Cl)Cl>CO>[CH3:14][N:12]([CH3:13])[CH2:11][CH2:10][C:9]1[N:8]=[C:7]([C:15]2[CH:16]=[CH:17][CH:18]=[CH:19][CH:20]=2)[N:6]=[C:5]([C:21]2[CH:26]=[CH:25][CH:24]=[C:23]([N+:27]([O-:29])=[O:28])[CH:22]=2)[C:4]=1[CH:1]([OH:3])[CH3:2] |f:1.2|. Procedure details: A mixture of 5-acetyl-6-(2-dimethylaminoethyl)-4-(3-nitrophenyl)-2-phenylpyrimidine (1 g) and sodium borohydride (0.1 g) in methanol (40 ml) was stirred for 1 hour. The reaction mixture was poured into a mixture of water and chloroform and adjusted the pH to 9. The extract was dried over magnesium sulfate and evaporated in vacuo. The residue was chromatographed on silica gel eluting with a mixture of chloroform and methanol (20:1). The fractions containing the desired product were combined and c... Starting materials: CC(=O)O[BH-](OC(C)=O)OC(C)=O, CO, CCOCC, O=Cc1nc2c(cc1Cl)OCC(=O)N2, ClCCl, Cl, NCC1CCCN(CCn2c(=O)ccc3ccc(F)cc32)C1, [Na+]. The product is O=C1COc2cc(Cl)c(CNCC3CCCN(CCn4c(=O)ccc5ccc(F)cc54)C3)nc2N1. Reaction SMILES: [C:37]([O:38][BH-:39]([O:40][C:41](=[O:42])[CH3:43])[O:44][C:45](=[O:46])[CH3:47])(=[O:48])[CH3:49].[CH3:52][OH:53].[CH3:54][CH2:55][O:56][CH2:57][CH3:58].[Cl:23][c:24]1[cH:25][c:26]2[c:31]([n:32][c:33]1[CH:34]=[O:35])[NH:30][C:29](=[O:36])[CH2:28][O:27]2.[Cl:59][CH2:60][Cl:61].[ClH:51].[NH2:1][CH2:2][CH:3]1[CH2:4][N:5]([CH2:9][CH2:10][n:11]2[c:12](=[O:22])[cH:13][cH:14][c:15]3[cH:16][cH:17][c:18]([F:21])[cH:19][c:20]23)[CH2:6][CH2:7][CH2:8]1.[Na+:50]>>[NH:1]([CH2:2][CH:3]1[CH2:4][N:5]([CH2:9][CH2:10][n:11]2[c:12](=[O:22])[cH:13][cH:14][c:15]3[cH:16][cH:17][c:18]([F:21])[cH:19][c:20]23)[CH2:6][CH2:7][CH2:8]1)[CH2:34][c:33]1[c:24]([Cl:23])[cH:25][c:26]2[c:31]([n:32]1)[NH:30][C:29](=[O:36])[CH2:28][O:27]2.